This data is from the Open Reaction Database (ORD), a public repository of structured organic reaction records. The task is: describe an organic reaction: reactants, conditions, products, and yield The reactants are CC(C)(O)C#CC(C)(C)O, CO, [Ca+2], [H][H], O=C([O-])[O-], c1ccc2ncccc2c1. The product is CC(C)(O)C=CC(C)(C)O. Reaction SMILES: [CH3:16][C:17]([CH3:18])([C:19]#[C:20][C:21]([CH3:22])([OH:23])[CH3:24])[OH:25].[CH3:28][OH:29].[Ca+2:1].[H:26][H:27].[O-:2][C:3](=[O:4])[O-:5].[cH:6]1[cH:7][c:8]2[c:9]([n:10][cH:11][cH:12][cH:13]2)[cH:14][cH:15]1>>[CH3:16][C:17]([CH3:18])([CH:19]=[CH:20][C:21]([CH3:22])([OH:23])[CH3:24])[OH:25]. Starting materials: C(#N)C1=CC=C(C=C1)C(NC(=O)NC1=CC(=CC=C1)C(F)(F)F)C1=C(CC(CC1=O)C1=CC(=C(C(=C1)OC)OC)OC)O (1-((4-cyanophenyl)(2-hydroxy-6-oxo-4-(3,4,5-trimethoxyphenyl)cyclohex-1-enyl)-methyl)-3-(3-(trifluoromethyl)phenyl)urea), C(#N)C1=CC=C(C=C1)C(NC(=O)NC1=CC(=CC=C1)C(F)(F)F)C1=C(CC(CC1=O)C(F)(F)F)OCC (1-((4-cyanophenyl)(2-ethoxy-6-oxo-4-(tri-fluoromethyl)cyclohex-1-enyl)methyl)-3-(3-(trifluoromethyl)phenyl)urea), C(#N)C1=CC=C(C=C1)C(NC(=O)NC1=CC(=CC=C1)C(F)(F)F)C1=C(CC(CC1=O)C(F)(F)F)OCC (1-((4-cyanophenyl)(2-ethoxy-6-oxo-4-(tri-fluoromethyl)cyclohex-1-enyl)methyl)-3-(3-(trifluoromethyl)phenyl)urea), C(#N)C1=CC=C(C=C1)C(NC(=O)NC1=CC(=CC=C1)C(F)(F)F)C1=C(CC(CC1=O)C1=CC(=C(C(=C1)OC)OC)OC)O (1-((4-cyanophenyl)(2-hydroxy-6-oxo-4-(3,4,5-trimethoxyphenyl)cyclohex-1-enyl)-methyl)-3-(3-(trifluoromethyl)phenyl)urea). Yields the product C(#N)C1=CC=C(C=C1)C(NC(=O)NC1=CC(=CC=C1)C(F)(F)F)C1=C(CC(CC1=O)C1=CC(=C(C(=C1)OC)OC)OC)OCC (1-((4-Cyanophenyl)(2-ethoxy-6-oxo-4-(3,4,5-trimethoxyphenyl)cyclohex-1-enyl)-methyl)-3-(3-(trifluoromethyl)phenyl)urea). As a reaction SMILES: [C:1]([C:3]1[CH:8]=[CH:7][C:6]([CH:9]([C:24]2[C:29](=[O:30])[CH2:28][CH:27]([C:31](F)(F)F)[CH2:26][C:25]=2[O:35][CH2:36][CH3:37])[NH:10][C:11]([NH:13][C:14]2[CH:19]=[CH:18][CH:17]=[C:16]([C:20]([F:23])([F:22])[F:21])[CH:15]=2)=[O:12])=[CH:5][CH:4]=1)#[N:2].C(C1C=CC(C(C2C(=O)CC(C3[CH:73]=[C:72]([O:74][CH3:75])[C:71]([O:76][CH3:77])=[C:70]([O:78][CH3:79])[CH:69]=3)CC=2O)NC(NC2C=CC=C(C(F)(F)F)C=2)=O)=CC=1)#N>>[C:1]([C:3]1[CH:8]=[CH:7][C:6]([CH:9]([C:24]2[C:29](=[O:30])[CH2:28][CH:27]([C:31]3[CH:69]=[C:70]([O:78][CH3:79])[C:71]([O:76][CH3:77])=[C:72]([O:74][CH3:75])[CH:73]=3)[CH2:26][C:25]=2[O:35][CH2:36][CH3:37])[NH:10][C:11]([NH:13][C:14]2[CH:19]=[CH:18][CH:17]=[C:16]([C:20]([F:21])([F:22])[F:23])[CH:15]=2)=[O:12])=[CH:5][CH:4]=1)#[N:2]. Procedure: The title compound is prepared in analogy to 1-((4-cyanophenyl)(2-ethoxy-6-oxo-4-(tri-fluoromethyl)cyclohex-1-enyl)methyl)-3-(3-(trifluoromethyl)phenyl)urea (intermediate 13), using 1-((4-cyanophenyl)(2-hydroxy-6-oxo-4-(3,4,5-trimethoxyphenyl)cyclohex-1-enyl)-methyl)-3-(3-(trifluoromethyl)phenyl)urea (intermediate 18, 680 mg, 1.14 mmol) as starting material. Yield: 684 mg; ESI mass spectrum [M+H]+=624, Retention time HPLC: 1.27 min (V011_S01). The reactants are C(C)C1C(CC(C(C(OC(C2CCCCN2C(C(C2(C(CC(C(C(CC(CC(=C1)C)C)OC)O2)OC)C)O)=O)=O)=O)C(=CC2CC(C(CC2)O)OCC=C)C)C)O[Si](C)(C)C(C)(C)C)=O (17-ethyl-1-hydroxy-14-(tert-butyldimethylsiloxy)-12-[2'-(4"-hydroxy-3"-allyloxycyclohexyl)-1'-methylvinyl]-23,25-dimethoxy-13,19,21,27-tetramethyl-11,28-dioxa-4-azatricyclo[22.3.1.04,9 ]octacos-18-ene-2,3,10,16-tetraone), C(C)(C)N(CC)C(C)C (diisopropylethyl amine), [N+](=O)([O-])C1=C(C=CC=C1)S(=O)(=O)Cl (o-nitrobenzenesulfonyl chloride). Reagents/catalysts: CN(C1=CC=NC=C1)C (4-dimethylaminopyridine). Run in C(Cl)Cl (methylene chloride), C(C)(=O)OCC (ethyl acetate). Run at time 4 hour. Yields the product C(C)C1C(CC(C(C(OC(C2CCCCN2C(C(C2(C(CC(C(C(CC(CC(=C1)C)C)OC)O2)OC)C)O)=O)=O)=O)C(=CC2CC(C(CC2)OS(=O)(=O)C2=C(C=CC=C2)[N+](=O)[O-])OCC=C)C)C)O[Si](C)(C)C(C)(C)C)=O (17-Ethyl-1-hydroxy-14-(tert-butyldimethylsiloxy)-12-[2'-(4"-(o-nitrobenzenesulfonyloxy)-3"-allyloxycyclohexyl)-1'-methylvinyl]-23,25-dimethoxy-13,19,21,27-tetramethyl-11,28-dioxa-4-azatricyclo[22.3.1.04,9 ]octacos-18-ene-2,3,10,16-tetraone). Yield: 87.3%. As a reaction SMILES: [CH2:1]([CH:3]1[CH:29]=[C:28]([CH3:30])[CH2:27][CH:26]([CH3:31])[CH2:25][CH:24]([O:32][CH3:33])[CH:23]2[O:34][C:19]([OH:38])([CH:20]([CH3:37])[CH2:21][CH:22]2[O:35][CH3:36])[C:18](=[O:39])[C:17](=[O:40])[N:16]2[CH:11]([CH2:12][CH2:13][CH2:14][CH2:15]2)[C:10](=[O:41])[O:9][CH:8]([C:42]([CH3:55])=[CH:43][CH:44]2[CH2:49][CH2:48][CH:47]([OH:50])[CH:46]([O:51][CH2:52][CH:53]=[CH2:54])[CH2:45]2)[CH:7]([CH3:56])[CH:6]([O:57][Si:58]([C:61]([CH3:64])([CH3:63])[CH3:62])([CH3:60])[CH3:59])[CH2:5][C:4]1=[O:65])[CH3:2].C(N(C(C)C)CC)(C)C.[N+:75]([C:78]1[CH:83]=[CH:82][CH:81]=[CH:80][C:79]=1[S:84](Cl)(=[O:86])=[O:85])([O-:77])=[O:76]>C(Cl)Cl.CN(C)C1C=CN=CC=1.C(OCC)(=O)C>[CH2:1]([CH:3]1[CH:29]=[C:28]([CH3:30])[CH2:27][CH:26]([CH3:31])[CH2:25][CH:24]([O:32][CH3:33])[CH:23]2[O:34][C:19]([OH:38])([CH:20]([CH3:37])[CH2:21][CH:22]2[O:35][CH3:36])[C:18](=[O:39])[C:17](=[O:40])[N:16]2[CH:11]([CH2:12][CH2:13][CH2:14][CH2:15]2)[C:10](=[O:41])[O:9][CH:8]([C:42]([CH3:55])=[CH:43][CH:44]2[CH2:49][CH2:48][CH:47]([O:50][S:84]([C:79]3[CH:80]=[CH:81][CH:82]=[CH:83][C:78]=3[N+:75]([O-:77])=[O:76])(=[O:85])=[O:86])[CH:46]([O:51][CH2:52][CH:53]=[CH2:54])[CH2:45]2)[CH:7]([CH3:56])[CH:6]([O:57][Si:58]([C:61]([CH3:62])([CH3:63])[CH3:64])([CH3:59])[CH3:60])[CH2:5][C:4]1=[O:65])[CH3:2]. Procedure details: To a solution of 17-ethyl-1-hydroxy-14-(tert-butyldimethylsiloxy)-12-[2'-(4"-hydroxy-3"-allyloxycyclohexyl)-1'-methylvinyl]-23,25-dimethoxy-13,19,21,27-tetramethyl-11,28-dioxa-4-azatricyclo[22.3.1.04,9 ]octacos-18-ene-2,3,10,16-tetraone (65 mg) in dry methylene chloride (1 ml) was added an excess of diisopropylethyl amine (29 μl) and o-nitrobenzenesulfonyl chloride (31 mg) followed by addition of 4-dimethylaminopyridine (20 mg). The mixture was stirred at room temperature for 4 hours at which ti... Reactants: ClC1=C(C=CC=C1)C(C1=C(C=CC(=C1)[N+](=O)[O-])N1C(=NN=C1C)CO)=O (2'-chloro-5-nitro- 2-[3-(hydroxymethyl)-5-methyl-4H-1,2,4-triazol-4-yl]-benzophenone), P(Br)(Br)Br (phosphorus tribromide). The product is ClC1=C(C=CC=C1)C(C1=C(C=CC(=C1)[N+](=O)[O-])N1C(=NN=C1C)CBr)=O (2'-chloro-5-nitro-2-[3-(bromomethyl)-5methyl-4H-1,2,4-triazol-4-yl]benzophenone). Reaction SMILES: [Cl:1][C:2]1[CH:7]=[CH:6][CH:5]=[CH:4][C:3]=1[C:8](=[O:26])[C:9]1[CH:14]=[C:13]([N+:15]([O-:17])=[O:16])[CH:12]=[CH:11][C:10]=1[N:18]1[C:22]([CH3:23])=[N:21][N:20]=[C:19]1[CH2:24]O.P(Br)(Br)[Br:28]>>[Cl:1][C:2]1[CH:7]=[CH:6][CH:5]=[CH:4][C:3]=1[C:8](=[O:26])[C:9]1[CH:14]=[C:13]([N+:15]([O-:17])=[O:16])[CH:12]=[CH:11][C:10]=1[N:18]1[C:22]([CH3:23])=[N:21][N:20]=[C:19]1[CH2:24][Br:28]. Reported procedure: In the manner given in Example 5, 2'-chloro-5-nitro- 2-[3-(hydroxymethyl)-5-methyl-4H-1,2,4-triazol-4-yl]-benzophenone is treated with phosphorus tribromide to give 2'-chloro-5-nitro-2-[3-(bromomethyl)-5methyl-4H-1,2,4-triazol-4-yl]benzophenone.